describe an organic reaction: reactants, conditions, products, and yield From a dataset of the Open Reaction Database (ORD), a public repository of structured organic reaction records. The reactants are [BH4-].[Na+] (Sodium borohydride), C(C)(=O)C1=CC=CC2=CC=CC=C12 (1-acetylnaphthalene), Cl (hydrochloric acid). The solvent is O (water), C(C)O (ethanol). Conditions: time 2 hour. The product is OC(C)C1=CC=CC2=CC=CC=C12 (1-(1-hydroxyethyl)naphthalene). As a reaction SMILES: [BH4-].[Na+].[C:3]([C:6]1[C:15]2[C:10](=[CH:11][CH:12]=[CH:13][CH:14]=2)[CH:9]=[CH:8][CH:7]=1)(=[O:5])[CH3:4].Cl>C(O)C.O>[OH:5][CH:3]([C:6]1[C:15]2[C:10](=[CH:11][CH:12]=[CH:13][CH:14]=2)[CH:9]=[CH:8][CH:7]=1)[CH3:4] |f:0.1|. Procedure: Sodium borohydride (2.1 g) was added to a solution of 1-acetylnaphthalene (18.86 g) in ethanol (200 ml) at room temperature and the mixture was stirred at the same temperature for 2 hours. The mixture was diluted with water (50 ml), acidified to pH 3 with 1N hydrochloric acid and concentrated to about 70 ml. The concentrate was extracted with ethyl acetate (100 ml×2). The extract was dried over magnesium sulfate and evaporated to give 1-(1-hydroxyethyl)naphthalene as an oil which was used in a n... Starting materials: FC1=CC=C(C(=O)Cl)C=C1 (4-fluorobenzoyl chloride), NC1=CC=C2C(=N1)C(=CN2)C2CCN(CC2)C (5-amino-3-(1-methylpiperidin-4-yl)pyrrolo[3,2-b]pyridine), FC1=CC=C(C(=O)Cl)C=C1 (4-fluorobenzoyl chloride). The solvent is N1=CC=CC=C1 (pyridine). Run at time 10 minute. Product: FC1=CC=C(C(=O)NC2=CC=C3C(=N2)C(=CN3)C3CCN(CC3)C)C=C1 (5-(N-[4-fluorobenzoyl]amino)-3-(1-methylpiperidin-4-yl)pyrrolo[3,2-b]pyridine). Isolated yield 87.1%. Reaction SMILES: [NH2:1][C:2]1[N:7]=[C:6]2[C:8]([CH:11]3[CH2:16][CH2:15][N:14]([CH3:17])[CH2:13][CH2:12]3)=[CH:9][NH:10][C:5]2=[CH:4][CH:3]=1.[F:18][C:19]1[CH:27]=[CH:26][C:22]([C:23](Cl)=[O:24])=[CH:21][CH:20]=1>N1C=CC=CC=1>[F:18][C:19]1[CH:27]=[CH:26][C:22]([C:23]([NH:1][C:2]2[N:7]=[C:6]3[C:8]([CH:11]4[CH2:16][CH2:15][N:14]([CH3:17])[CH2:13][CH2:12]4)=[CH:9][NH:10][C:5]3=[CH:4][CH:3]=2)=[O:24])=[CH:21][CH:20]=1. Procedure details: A solution of 1.00 gm (4.3 mMol) 5-amino-3-(1-methylpiperidin-4-yl)pyrrolo[3,2-b]pyridine in 85 mL pyridine was heated to 55° C. To this solution were added 0.57 mL (4.8 mMol) 4-fluorobenzoyl chloride and the resulting mixture was stirred for 30 minutes at which time an additional 0.10 mL 4-fluorobenzoyl chloride were added. After stirring for an additional 10 minutes the reaction mixture was concentrated under reduced pressure. The residue was treated with 50 mL cold 1N sodium hydroxide followe... Starting materials: C(C)OC(CC=1C(=NC=NC1)C#CC1=NC(=NC=C1C(F)(F)F)NC1=CC=C(C=C1)C1CCN(CC1)C(=O)OC(C)(C)C)=O (tert-Butyl 4-(4-((4-((5-(2-ethoxy-2-oxoethyl)pyrimidin-4-yl)ethynyl)-5-(trifluoromethyl)pyrimidin-2-yl)amino)phenyl)piperidine-1-carboxylate), [H][H] (hydrogen). The reagents and catalysts are [Pd] (Pd/C). Run in CN(C)C=O (DMF), CCOC(=O)C (EtOAc). Reaction conditions: time 22 hour. Yields the product C(C)OC(CC=1C(=NC=NC1)CCC1=NC(=NC=C1C(F)(F)F)NC1=CC=C(C=C1)C1CCN(CC1)C(=O)OC(C)(C)C)=O (tert-Butyl 4-(4-((4-(2-(5-(2-ethoxy-2-oxoethyl)pyrimidin-4-yl)ethyl)-5-(trifluoromethyl)pyrimidin-2-yl)amino)phenyl)piperidine-1-carboxylate). Yield: 88.2%. RXN SMILES: [CH2:1]([O:3][C:4](=[O:44])[CH2:5][C:6]1[C:7]([C:12]#[C:13][C:14]2[C:19]([C:20]([F:23])([F:22])[F:21])=[CH:18][N:17]=[C:16]([NH:24][C:25]3[CH:30]=[CH:29][C:28]([CH:31]4[CH2:36][CH2:35][N:34]([C:37]([O:39][C:40]([CH3:43])([CH3:42])[CH3:41])=[O:38])[CH2:33][CH2:32]4)=[CH:27][CH:26]=3)[N:15]=2)=[N:8][CH:9]=[N:10][CH:11]=1)[CH3:2].[H][H]>CN(C=O)C.CCOC(C)=O.[Pd]>[CH2:1]([O:3][C:4](=[O:44])[CH2:5][C:6]1[C:7]([CH2:12][CH2:13][C:14]2[C:19]([C:20]([F:23])([F:21])[F:22])=[CH:18][N:17]=[C:16]([NH:24][C:25]3[CH:30]=[CH:29][C:28]([CH:31]4[CH2:32][CH2:33][N:34]([C:37]([O:39][C:40]([CH3:43])([CH3:42])[CH3:41])=[O:38])[CH2:35][CH2:36]4)=[CH:27][CH:26]=3)[N:15]=2)=[N:8][CH:9]=[N:10][CH:11]=1)[CH3:2]. Procedure details: tert-Butyl 4-(4-((4-((5-(2-ethoxy-2-oxoethyl)pyrimidin-4-yl)ethynyl)-5-(trifluoromethyl)pyrimidin-2-yl)amino)phenyl)piperidine-1-carboxylate (I111) (0.108 g, 0.177 mmol) was dissolved in dry DMF (10 mL) under an atmosphere of nitrogen. Pd/C (10 wt. %; 0.040 g) in EtOAc (2 mL) was added to the solution and the atmosphere was changed to hydrogen gas (balloon). The reaction was sealed with balloon and stirred at room temperature for 22 hours. The catalyst was removed by filtration through Celite, w... The reactants are C1COCCO1, O=C(NC1CC2(CCC1c1cc(F)c(F)cc1F)OCCO2)OCc1ccccc1, O, O=S(=O)(O)O. Product: O=C1CCC(c2cc(F)c(F)cc2F)C(NC(=O)OCc2ccccc2)C1. RXN SMILES: [CH2:31]1[O:32][CH2:33][CH2:34][O:35][CH2:36]1.[F:1][c:2]1[c:3]([CH:10]2[CH:11]([NH:20][C:21]([O:22][CH2:23][c:24]3[cH:25][cH:26][cH:27][cH:28][cH:29]3)=[O:30])[CH2:12][C:13]3([O:14][CH2:17][CH2:16][O:15]3)[CH2:18][CH2:19]2)[cH:4][c:5]([F:9])[c:6]([F:8])[cH:7]1.[OH2:37].[S:38](=[O:39])(=[O:40])([OH:41])[OH:42]>>[F:1][c:2]1[c:3]([CH:10]2[CH:11]([NH:20][C:21]([O:22][CH2:23][c:24]3[cH:25][cH:26][cH:27][cH:28][cH:29]3)=[O:30])[CH2:12][C:13](=[O:14])[CH2:18][CH2:19]2)[cH:4][c:5]([F:9])[c:6]([F:8])[cH:7]1. The reactants are CCOCCc1c(-c2ccccc2)nc(N)n2ncnc12, Cl, O=N[O-], [Na+], O. Yields the product CCOCCc1c(-c2ccccc2)nc(Cl)n2ncnc12. RXN SMILES: [CH2:1]([CH3:2])[O:3][CH2:4][CH2:5][c:6]1[c:7]2[n:8]([c:9]([NH2:18])[n:10][c:11]1-[c:12]1[cH:13][cH:14][cH:15][cH:16][cH:17]1)[n:19][cH:20][n:21]2.[ClH:26].[N:22]([O-:23])=[O:24].[Na+:25].[OH2:27]>>[CH2:1]([CH3:2])[O:3][CH2:4][CH2:5][c:6]1[c:7]2[n:8]([c:9]([Cl:26])[n:10][c:11]1-[c:12]1[cH:13][cH:14][cH:15][cH:16][cH:17]1)[n:19][cH:20][n:21]2. Solvent: O1CCCC1 (tetrahydrofuran), O1CCCC1 (tetrahydrofuran). Reactants: [Cl-].[NH4+] (ammonium chloride), C(C)(=O)OCC (ethyl acetate), C(=C)[Mg]Br (Vinyl magnesium bromide), solution, C(=O)C=1C=C2C(=CN(C2=CC1)CCC)CC1=C(C=C(C(=O)OC)C=C1)OC (methyl 4-(5-formyl-1-propylindol-3-ylmethyl)-3-methoxybenzoate). Isolated yield 95.0%. Reported procedure: Vinyl magnesium bromide (3.05 ml of a 1 molar solution in tetrahydrofuran) was added dropwise to a stirred solution of methyl 4-(5-formyl-1-propylindol-3-ylmethyl)-3-methoxybenzoate (1 g, prepared as described in Example 61, part a) in dry tetrahydrofuran (50 ml), at 0° under an atmosphere of nitrogen. The mixture was stirred at 0° for 15 min, and then poured rapidly into a stirred mixture of saturated aqueous ammonium chloride (100 ml) and ethyl acetate (150 ml). The aqueous layer was further e... The product is OC(C=C)C=1C=C2C(=CN(C2=CC1)CCC)CC1=C(C=C(C(=O)OC)C=C1)OC (methyl 4-[5-(1-hydroxyallyl)-1-propylindol-3-ylmethyl]-3-methoxybenzoate). Reaction conditions: time 15 minute. Reaction SMILES: [CH:1]([Mg]Br)=[CH2:2].[CH:5]([C:7]1[CH:8]=[C:9]2[C:13](=[CH:14][CH:15]=1)[N:12]([CH2:16][CH2:17][CH3:18])[CH:11]=[C:10]2[CH2:19][C:20]1[CH:29]=[CH:28][C:23]([C:24]([O:26][CH3:27])=[O:25])=[CH:22][C:21]=1[O:30][CH3:31])=[O:6].[Cl-].[NH4+].C(OCC)(=O)C>O1CCCC1>[OH:6][CH:5]([C:7]1[CH:8]=[C:9]2[C:13](=[CH:14][CH:15]=1)[N:12]([CH2:16][CH2:17][CH3:18])[CH:11]=[C:10]2[CH2:19][C:20]1[CH:29]=[CH:28][C:23]([C:24]([O:26][CH3:27])=[O:25])=[CH:22][C:21]=1[O:30][CH3:31])[CH:1]=[CH2:2] |f:2.3|. The reactants are COC1=CC=C(C=C1)C1=NC2=CC=C(C=C2N=C1C1=CC=C(C=C1)OC)C#N (2,3-bis(4-methoxyphenyl)quinoxaline-6-carbonitrile), [N-]=[N+]=[N-].[Na+] (NaN3), [NH4+].[Cl-] (NH4Cl). The solvent is CN(C=O)C (N,N-dimethylformamide). Conditions: temperature 100 celsius, time 4 hour. Yields the product COC1=CC=C(C=C1)C1=NC2=CC=C(C=C2N=C1C1=CC=C(C=C1)OC)C1=NN=NN1 (2,3-Bis(4-methoxyphenyl)-6-(1H-tetrazol-5-yl)quinoxaline). RXN SMILES: [CH3:1][O:2][C:3]1[CH:8]=[CH:7][C:6]([C:9]2[C:18]([C:19]3[CH:24]=[CH:23][C:22]([O:25][CH3:26])=[CH:21][CH:20]=3)=[N:17][C:16]3[C:11](=[CH:12][CH:13]=[C:14]([C:27]#[N:28])[CH:15]=3)[N:10]=2)=[CH:5][CH:4]=1.[N-:29]=[N+:30]=[N-:31].[Na+].[NH4+].[Cl-]>CN(C)C=O>[CH3:1][O:2][C:3]1[CH:4]=[CH:5][C:6]([C:9]2[C:18]([C:19]3[CH:24]=[CH:23][C:22]([O:25][CH3:26])=[CH:21][CH:20]=3)=[N:17][C:16]3[C:11](=[CH:12][CH:13]=[C:14]([C:27]4[NH:31][N:30]=[N:29][N:28]=4)[CH:15]=3)[N:10]=2)=[CH:7][CH:8]=1 |f:1.2,3.4|. Procedure: Into a 20-mL sealed tube, was placed a solution of 2,3-bis(4-methoxyphenyl)quinoxaline-6-carbonitrile (200 mg, 0.51 mmol, 1.00 equiv, 93%) in N,N-dimethylformamide (7 mL), NaN3 (500 mg, 7.69 mmol, 15.18 equiv), NH4Cl (147.9 mg, 2.79 mmol, 5.00 equiv). The resulting solution was stirred for 4 h at 100° C. in an oil bath. The reaction was then quenched by the addition of water. The resulting solution was extracted with 8×50 mL of dichloromethane/MeOH (10:1) and the organic layers combined and drie...